describe an organic reaction: reactants, conditions, products, and yield From a dataset of the Open Reaction Database (ORD), a public repository of structured organic reaction records. The reactants are CC(C(=O)N)(C)C (2,2,2-trimethylacetamide), NC1=CC=C(C=N1)OC1=CC(=NC=C1)C(=O)NC(C)C (4-((6-aminopyridin-3-yl)oxy)-N-isopropylpicolinamide), CCN(C(C)C)C(C)C (DIEA), C(C(=O)Cl)(=O)Cl (oxalyl chloride). The solvent is CCOC(=O)C (EtOAc), ClCCCl (DCE), O1CCOCC1 (dioxane). Reaction conditions: temperature 80 celsius, time 8 hour. The product is C(C)(C)NC(C1=NC=CC(=C1)OC=1C=NC(=CC1)NC(=O)NC(C(C)(C)C)=O)=O (N-isopropyl-4-((6-(3-pivaloylureido)pyridin-3-yl)oxy)picolinamide). The yield is 82.2%. Reaction SMILES: [CH3:1][C:2]([CH3:7])([CH3:6])[C:3]([NH2:5])=[O:4].C(Cl)(=O)[C:9](Cl)=[O:10].[NH2:14][C:15]1[N:20]=[CH:19][C:18]([O:21][C:22]2[CH:27]=[CH:26][N:25]=[C:24]([C:28]([NH:30][CH:31]([CH3:33])[CH3:32])=[O:29])[CH:23]=2)=[CH:17][CH:16]=1.CCN(C(C)C)C(C)C>ClCCCl.O1CCOCC1.CCOC(C)=O>[CH:31]([NH:30][C:28](=[O:29])[C:24]1[CH:23]=[C:22]([O:21][C:18]2[CH:19]=[N:20][C:15]([NH:14][C:9]([NH:5][C:3](=[O:4])[C:2]([CH3:7])([CH3:6])[CH3:1])=[O:10])=[CH:16][CH:17]=2)[CH:27]=[CH:26][N:25]=1)([CH3:33])[CH3:32]. Reported procedure: A suspension of 2,2,2-trimethylacetamide (0.149 g, 1.469 mmol) in DCE (4 mL) was treated with oxalyl chloride (0.129 mL, 1.469 mmol), heated at 80° C. for 1 h, cooled to RT, added drop-wise to a solution of 4-((6-aminopyridin-3-yl)oxy)-N-isopropylpicolinamide (0.2 g, 0.734 mmol) and DIEA (0.641 mL, 3.67 mmol) in dioxane (4 mL) and stirred at RT overnight. The mixture was diluted with EtOAc, washed with satd. NaHCO3, water, and brine, and the combined aqueous washes were back-extracted with EtOAc... Starting materials: COc1ccccc1C(=O)Cl, CCOC(C)=O, ClCCl, Nc1nc2ccccc2s1, c1ccncc1. The product is COc1ccccc1C(=O)Nc1nc2ccccc2s1. RXN SMILES: [CH3:11][O:12][c:13]1[c:14]([C:15](=[O:16])[Cl:17])[cH:18][cH:19][cH:20][cH:21]1.[CH3:31][CH2:32][O:33][C:34](=[O:35])[CH3:36].[Cl:22][CH2:23][Cl:24].[NH2:1][c:2]1[s:3][c:4]2[c:5]([n:6]1)[cH:7][cH:8][cH:9][cH:10]2.[cH:25]1[cH:26][cH:27][n:28][cH:29][cH:30]1>>[NH:1]([c:2]1[s:3][c:4]2[c:5]([n:6]1)[cH:7][cH:8][cH:9][cH:10]2)[C:15]([c:14]1[c:13]([O:12][CH3:11])[cH:21][cH:20][cH:19][cH:18]1)=[O:16]. Reactants: C(CC)(=O)O (propionic acid), C(#N)CC(=O)OCC(CCCC)CC (2-Ethylhexyl cyanoacetate), C(C1=CC=CC=C1)(=O)C1=CC=CC=C1 (Benzophenone), C(C)(=O)[O-].[NH4+] (ammonium acetate), C(CC)(=O)O (propionic acid). The solvent is CCCCCCC (heptane), O (water), CCCCCCC (heptane). Conditions: temperature 90 celsius, time 10 minute. Yields the product C(#N)C(C(=O)OCC(CCCC)CC)=C(C1=CC=CC=C1)C1=CC=CC=C1 (2-ethylhexyl 2-cyano-3,3-diphenylacrylate). RXN SMILES: [C:1]([CH2:3][C:4]([O:6][CH2:7][CH:8]([CH2:13][CH3:14])[CH2:9][CH2:10][CH2:11][CH3:12])=[O:5])#[N:2].[C:15]([C:23]1[CH:28]=[CH:27][CH:26]=[CH:25][CH:24]=1)(=O)[C:16]1[CH:21]=[CH:20][CH:19]=[CH:18][CH:17]=1.C([O-])(=O)C.[NH4+].C(O)(=O)CC>CCCCCCC.O>[C:1]([C:3](=[C:15]([C:16]1[CH:21]=[CH:20][CH:19]=[CH:18][CH:17]=1)[C:23]1[CH:28]=[CH:27][CH:26]=[CH:25][CH:24]=1)[C:4]([O:6][CH2:7][CH:8]([CH2:13][CH3:14])[CH2:9][CH2:10][CH2:11][CH3:12])=[O:5])#[N:2] |f:2.3|. Reported procedure: Into a 500 ml four-neck round-bottom flask, equipped with a mechanical stirrer, a thermometer and a condenser is charged with 62.2 g (0.32 mol) of 2-Ethylhexyl cyanoacetate (EHCA) and 81.0 g (0.45 mol) of Benzophenone (BP) (molar ratio EHCA:BP=0.71:1) and 27.7 g (0.36 mol) of ammonium acetate and 81.0 g (1.1 mol) of propionic acid and 81.0 g of heptane. The mixture is heated under stirring. When the temperature reach 110° C., a mixture of propionic acid, water, heptane is distilled off over a pe... Starting materials: O=C1CCC(=O)N1Br, ClCCl, OCCc1ccc(F)nc1F, c1ccc(P(c2ccccc2)c2ccccc2)cc1. Product: Fc1ccc(CCBr)c(F)n1. As a reaction SMILES: [Br:20][N:21]1[C:22](=[O:23])[CH2:24][CH2:25][C:26]1=[O:27].[CH2:39]([Cl:40])[Cl:41].[F:28][c:29]1[n:30][c:31]([F:38])[cH:32][cH:33][c:34]1[CH2:35][CH2:36][OH:37].[c:1]1([P:2]([c:3]2[cH:4][cH:5][cH:6][cH:7][cH:8]2)[c:9]2[cH:10][cH:11][cH:12][cH:13][cH:14]2)[cH:15][cH:16][cH:17][cH:18][cH:19]1>>[Br:20][CH2:36][CH2:35][c:34]1[c:29]([F:28])[n:30][c:31]([F:38])[cH:32][cH:33]1. Reactants: S(=O)(Cl)Cl (thionyl chloride), ClCC(=O)NC=1C=C(C(=O)O)C=CC1 (3-(chloroacetylamino)benzoic acid). Reagents/catalysts: N1=CC=CC=C1 (pyridine). The solvent is petroleum ether, C(Cl)(Cl)Cl (chloroform). Product: ClCC(=O)NC=1C=C(C(=O)Cl)C=CC1 (3-(chloroacetylamino)benzoyl chloride). The yield is 80.0%. Reaction SMILES: S(Cl)([Cl:3])=O.[Cl:5][CH2:6][C:7]([NH:9][C:10]1[CH:11]=[C:12]([CH:16]=[CH:17][CH:18]=1)[C:13](O)=[O:14])=[O:8]>N1C=CC=CC=1.C(Cl)(Cl)Cl>[Cl:5][CH2:6][C:7]([NH:9][C:10]1[CH:11]=[C:12]([CH:16]=[CH:17][CH:18]=1)[C:13]([Cl:3])=[O:14])=[O:8]. Procedure details: To a warm (55°-60° C.) solution of 250 ml. of thionyl chloride and 50 ml. of chloroform and 6 drops of pyridine is added 3-(chloroacetylamino)benzoic acid (150 g., 0.702 mole) in 3 equal portions at 0.5 hr. intervals. After the addition is complete, the reaction mixture is warmed to a temperature of 55°-65° C. for 2 hrs., cooled and diluted with 500 ml. of petroleum ether (b.p. 30°-60° C.). The precipitate which forms is collected, washed with petroleum ether (b.p. 30°-60° C.) and dried under va... Starting materials: BrC=1C=NC=C(C1)OC1=CC(=CC=C1)OC (3-bromo-5-(3-methoxyphenoxy)pyridine), C(C)(C)(C)OC(=O)N1[C@@H]2CN[C@H](C1)C2 ((1S,4S)-N-(tert-butoxycarbonyl)-2,5-diazabicyclo [2.2.1]heptane), C1(=CC=CC=C1)P(C1=C(C2=CC=CC=C2C=C1)C1=C(C=CC2=CC=CC=C12)P(C1=CC=CC=C1)C1=CC=CC=C1)C1=CC=CC=C1 (racemic-2,2′bis(diphenylphosphino)-1,1′binaphthyl), CC(C)([O-])C.[Na+] (sodium tert-butoxide). Reagents/catalysts: C=1C=CC(=CC1)/C=C/C(=O)/C=C/C2=CC=CC=C2.C=1C=CC(=CC1)/C=C/C(=O)/C=C/C2=CC=CC=C2.C=1C=CC(=CC1)/C=C/C(=O)/C=C/C2=CC=CC=C2.[Pd].[Pd] (tris (dibenzylideneacetone)dipalladium(0)). Run in C1(=CC=CC=C1)C (toluene), O (water). Yields the product COC=1C=C(OC=2C=C(C=NC2)N2[C@@H]3CN([C@H](C2)C3)C(=O)OC(C)(C)C)C=CC1 ((1S,4S)-5-(5-(3-Methoxyphenoxy)-3-pyridyl)-2-(tert-butoxycarbonyl)-2,5-diazabicyclo[2.2.1]heptane). RXN SMILES: Br[C:2]1[CH:3]=[N:4][CH:5]=[C:6]([O:8][C:9]2[CH:14]=[CH:13][CH:12]=[C:11]([O:15][CH3:16])[CH:10]=2)[CH:7]=1.[C:17]([O:21][C:22]([N:24]1[CH2:29][C@@H:28]2[CH2:30][C@H:25]1[CH2:26][NH:27]2)=[O:23])([CH3:20])([CH3:19])[CH3:18].C1(P(C2C=CC=CC=2)C2C=CC3C(=CC=CC=3)C=2C2C3C(=CC=CC=3)C=CC=2P(C2C=CC=CC=2)C2C=CC=CC=2)C=CC=CC=1.CC(C)([O-])C.[Na+]>C1C=CC(/C=C/C(/C=C/C2C=CC=CC=2)=O)=CC=1.C1C=CC(/C=C/C(/C=C/C2C=CC=CC=2)=O)=CC=1.C1C=CC(/C=C/C(/C=C/C2C=CC=CC=2)=O)=CC=1.[Pd].[Pd].O.C1(C)C=CC=CC=1>[CH3:16][O:15][C:11]1[CH:10]=[C:9]([CH:14]=[CH:13][CH:12]=1)[O:8][C:6]1[CH:7]=[C:2]([N:27]2[CH2:26][C@@H:25]3[CH2:30][C@H:28]2[CH2:29][N:24]3[C:22]([O:21][C:17]([CH3:20])([CH3:19])[CH3:18])=[O:23])[CH:3]=[N:4][CH:5]=1 |f:3.4,5.6.7.8.9|. Procedure details: In a sealed pressure tube under an argon atmosphere, 3-bromo-5-(3-methoxyphenoxy)pyridine (0.53 g, 1.9 mmol), (1S,4S)-N-(tert-butoxycarbonyl)-2,5-diazabicyclo [2.2.1]heptane (0.469 g, 2.25 mmol), tris (dibenzylideneacetone)dipalladium(0) (0.050 g, 0.056 mmol), racemic-2,2′bis(diphenylphosphino)-1,1′binaphthyl (0.070 g, 0.11 mmol), sodium tert-butoxide (0.74 g, 7.5 mmol) and toluene (20 mL) was stirred at 70° C. for 24 h. The reaction mixture was poured into water (15 mL) and extracted with dieth... The yield is 73.6%. Starting materials: II (iodine), COC=1C=C(C=CC1)NC(OC(C)(C)C)=O (tert-butyl (3-methoxyphenyl)-carbamate), [Li]C(C)(C)C (t-BuLi), [O-]S(=O)(=S)[O-].[Na+].[Na+] (Na2S2O3). Reaction conditions: time 3 hour. Reaction SMILES: [CH3:1][O:2][C:3]1[CH:4]=[C:5]([NH:9][C:10](=[O:16])[O:11][C:12]([CH3:15])([CH3:14])[CH3:13])[CH:6]=[CH:7][CH:8]=1.[Li]C(C)(C)C.[I:22]I.[O-]S([O-])(=S)=O.[Na+].[Na+]>C(OCC)C.CCCCC>[I:22][C:4]1[C:3]([O:2][CH3:1])=[CH:8][CH:7]=[CH:6][C:5]=1[NH:9][C:10](=[O:16])[O:11][C:12]([CH3:13])([CH3:15])[CH3:14] |f:3.4.5|. Solvent: C(C)OCC (diethylether), C(C)OCC (diethyl ether), CCCCC (pentane). Yields the product IC1=C(C=CC=C1OC)NC(OC(C)(C)C)=O (tert-butyl (2-iodo-3-methoxyphenyl)-carbamate). Procedure details: To the solution of tert-butyl (3-methoxyphenyl)-carbamate (5 g, 22.4 mmol, 1 eq) in dry diethyl ether (50 mL) was added pentane solution of t-BuLi (35 mL, 49.3 mmol, 2.2 eq) at −20° C., and the mixture was stirred at 3 hours. To this mixed solution was added the solution of iodine (6.83 g, 26.9 mmol, 1.2 eq) in diethylether (60 mL) at −78° C., and after heating the whole solution to room temperature, the solution was stirred for 20 hours. After adding saturated aqueous solution of Na2S2O3 (100 m... Reaction SMILES: [CH2:1]([CH3:2])[O:3][C:4]([C:5]([CH3:6])([CH:7]1[CH2:8][CH2:9][N:10]([c:13]2[s:14][c:15](-[c:18]3[n:19][c:20]([NH:24][c:25]4[n:26][cH:27][cH:28][c:29]([CH3:31])[cH:30]4)[cH:21][cH:22][cH:23]3)[cH:16][n:17]2)[CH2:11][CH2:12]1)[CH3:32])=[O:33].[CH3:37][OH:38].[ClH:36].[Na+:35].[O:39]1[CH2:40][CH2:41][CH2:42][CH2:43]1.[OH-:34]>>[O:3]=[C:4]([C:5]([CH3:6])([CH:7]1[CH2:8][CH2:9][N:10]([c:13]2[s:14][c:15](-[c:18]3[n:19][c:20]([NH:24][c:25]4[n:26][cH:27][cH:28][c:29]([CH3:31])[cH:30]4)[cH:21][cH:22][cH:23]3)[cH:16][n:17]2)[CH2:11][CH2:12]1)[CH3:32])[OH:33]. The reactants are CCOC(=O)C(C)(C)C1CCN(c2ncc(-c3cccc(Nc4cc(C)ccn4)n3)s2)CC1, CO, Cl, [Na+], C1CCOC1, [OH-]. The product is Cc1ccnc(Nc2cccc(-c3cnc(N4CCC(C(C)(C)C(=O)O)CC4)s3)n2)c1.